Dataset: the Open Reaction Database (ORD), a public repository of structured organic reaction records. Task: describe an organic reaction: reactants, conditions, products, and yield As a reaction SMILES: [CH3:26][S:27]([Cl:28])(=[O:29])=[O:30].[CH:17]([N:18]([CH2:19][CH3:20])[CH:21]([CH3:22])[CH3:23])([CH3:24])[CH3:25].[Cl:1][c:2]1[cH:3][c:4]([CH:8]2[CH2:9][NH:10][c:11]3[cH:12][cH:13][cH:14][cH:15][c:16]32)[cH:5][cH:6][cH:7]1.[Cl:31][CH2:32][Cl:33]>>[Cl:1][c:2]1[cH:3][c:4]([CH:8]2[CH2:9][N:10]([S:27]([CH3:26])(=[O:29])=[O:30])[c:11]3[cH:12][cH:13][cH:14][cH:15][c:16]32)[cH:5][cH:6][cH:7]1. Yields the product CS(=O)(=O)N1CC(c2cccc(Cl)c2)c2ccccc21. The reactants are CS(=O)(=O)Cl, CCN(C(C)C)C(C)C, Clc1cccc(C2CNc3ccccc32)c1, ClCCl. Reactants: O1CC1.C(C)(=O)OC=CC1=CC=CC=C1 (acetoxystyrene oxirane), C(C)O (ethanol). The reagents and catalysts are [Cr].[Co] (Hastelloy C), [Pd] (Pd/C). Yields the product C(C)(=O)OC1=CC=C(CCO)C=C1 (4-Acetoxyphenethyl alcohol). RXN SMILES: [O:1]1[CH2:3][CH2:2]1.C([O:7][CH:8]=[CH:9][C:10]1[CH:15]=[CH:14][CH:13]=[CH:12][CH:11]=1)(=O)C.C([OH:18])C>[Cr].[Co].[Pd]>[C:3]([O:1][C:13]1[CH:12]=[CH:11][C:10]([CH2:9][CH2:8][OH:7])=[CH:15][CH:14]=1)(=[O:18])[CH3:2] |f:0.1,3.4|. Procedure: A 300 ml Fluitron autoclave (Hastelloy C) is charged with 69.5 g crude acetoxystyrene oxirane (86%; 0.335 mol), 200 ml ethanol and 1.6 g Pd/C (5% Pd on carbon; 47.8% H2O). After sealing, the stirrer is started, and the autoclave purged with nitrogen and hydrogen and then pressurized to 400 psig with hydrogen. The H2 pressure is kept constant during the one hour reaction period. The autoclave is vented and purged with N2. The reaction mixture is sucked out of the reactor (63.2 g ethanol rinse) an... The solvent is CO (methanol). Product: C(C)SC=1NC=2C(N1)=C(SC2C2=CC=CC=C2)C(=O)OC (Methyl 2-Ethylthio-4-phenylthieno[3,4-d]imidazole- 6-carboxylate). Reported procedure: A solution of methyl 2-mercapto-4-phenylthieno[3,4-d]imidazole-6-carboxylate (1.7 g), ethyl iodide and 2N NaOH (3 ml) in methanol (30 ml) was stirred at room temperature for 6.5 hr. The reaction solution was concentrated to dryness and the residue was triturated with H2O to give a crystalline product. Recrystallization from MeOH-EtoAc to give pale yellow needles (1.3 g, 68%). m.p. 214°-215° C. Reaction SMILES: [SH:1][C:2]1[NH:3][C:4]2[C:5](=[C:7]([C:16]([O:18][CH3:19])=[O:17])[S:8][C:9]=2[C:10]2[CH:15]=[CH:14][CH:13]=[CH:12][CH:11]=2)[N:6]=1.[CH2:20](I)[CH3:21].[OH-].[Na+]>CO>[CH2:20]([S:1][C:2]1[NH:3][C:4]2[C:5](=[C:7]([C:16]([O:18][CH3:19])=[O:17])[S:8][C:9]=2[C:10]2[CH:15]=[CH:14][CH:13]=[CH:12][CH:11]=2)[N:6]=1)[CH3:21] |f:2.3|. The yield is 68.0%. Reactants: SC=1NC=2C(N1)=C(SC2C2=CC=CC=C2)C(=O)OC (methyl 2-mercapto-4-phenylthieno[3,4-d]imidazole-6-carboxylate), C(C)I (ethyl iodide), [OH-].[Na+] (NaOH). The reactants are C(CCC)[Li] (n-butyllithium), C(CCC)[Sn](CCCC)(CCCC)Cl (tributyltin chloride), S1C=NC=C1 (thiazole), C(CCC)[Li] (n-butyllithium), C1(CCC1)=O (cyclobutanone). The solvent is O1CCCC1 (tetrahydrofuran). Conditions: temperature -78 celsius, time 15 minute. Product: C(CCC)[Sn](C1=CN=C(S1)C1(CCC1)O)(CCCC)CCCC (1-(5-(tributylstannyl)thiazol-2-yl)cyclobutanol). As a reaction SMILES: [S:1]1[CH:5]=[CH:4][N:3]=[CH:2]1.C([Li])CCC.[C:11]1(=[O:15])[CH2:14][CH2:13][CH2:12]1.[CH2:16]([Sn:20](Cl)([CH2:25][CH2:26][CH2:27][CH3:28])[CH2:21][CH2:22][CH2:23][CH3:24])[CH2:17][CH2:18][CH3:19]>O1CCCC1>[CH2:25]([Sn:20]([CH2:16][CH2:17][CH2:18][CH3:19])([CH2:21][CH2:22][CH2:23][CH3:24])[C:5]1[S:1][C:2]([C:11]2([OH:15])[CH2:14][CH2:13][CH2:12]2)=[N:3][CH:4]=1)[CH2:26][CH2:27][CH3:28]. Reported procedure: To a cold (−78° C.) solution of thiazole (1.0 mL, 14.1 mmol) in tetrahydrofuran (70 mL) was added n-butyllithium (11.83 mL, 14.1 mmol, 2.38 M in hexane) dropwise. After 15 minutes, cyclobutanone (1.06 mL, 14.1 mmol) was added in a single portion. The reaction was stirred at −78° C. for 30 minutes, and n-butyllithium (11.83 mL, 14.1 mmol, 2.38 M in hexane) was added dropwise. The reaction was stirred for an additional 20 minutes, after which tributyltin chloride (3.82 mL, 14.1 mmol) was added dro... Starting materials: BrC1=NC=C(C=C1[N+](=O)[O-])Cl (2-bromo-5-chloro-3-nitro-pyridine), FC1=C(C=CC=C1)O (2-fluorophenol), C(=O)([O-])[O-].[K+].[K+] (K2CO3). The solvent is CN(C)C=O (DMF). Yields the product ClC=1C=C(C(=NC1)OC1=C(C=CC=C1)F)[N+](=O)[O-] (5-Chloro-2-(2-fluoro-phenoxy)-3-nitro-pyridine). Reaction SMILES: Br[C:2]1[C:7]([N+:8]([O-:10])=[O:9])=[CH:6][C:5]([Cl:11])=[CH:4][N:3]=1.[F:12][C:13]1[CH:18]=[CH:17][CH:16]=[CH:15][C:14]=1[OH:19].C([O-])([O-])=O.[K+].[K+]>CN(C=O)C>[Cl:11][C:5]1[CH:6]=[C:7]([N+:8]([O-:10])=[O:9])[C:2]([O:19][C:14]2[CH:15]=[CH:16][CH:17]=[CH:18][C:13]=2[F:12])=[N:3][CH:4]=1 |f:2.3.4|. Procedure: This compound was prepared according to general procedure A using 2-bromo-5-chloro-3-nitro-pyridine (750 mg, 3.17 mmol), 2-fluorophenol (463 mmol, 4.13 mmol), K2CO3 (437 mg, 4.75 mmol) and DMF (5 mL). MS m/z: 269.0 (M+H). Starting materials: Cl[Si](C)(C)C (Chlorotrimethylsilane), [BH4-].[Li+] (lithium borohydride), FC=1C=C(C=CC1C(F)(F)F)CC#N (3-fluoro-4-(trifluoromethyl)phenylacetonitrile). Run in CO (methanol), O1CCCC1 (tetrahydrofuran). Conditions: time 24 hour. Product: FC=1C=C(C=CC1C(F)(F)F)CCN (2-(3-Fluoro-4-trifluoromethyl-phenyl)-ethylamine). Isolated yield 59.0%. Reaction SMILES: Cl[Si](C)(C)C.[BH4-].[Li+].[F:8][C:9]1[CH:10]=[C:11]([CH2:19][C:20]#[N:21])[CH:12]=[CH:13][C:14]=1[C:15]([F:18])([F:17])[F:16]>O1CCCC1.CO>[F:8][C:9]1[CH:10]=[C:11]([CH2:19][CH2:20][NH2:21])[CH:12]=[CH:13][C:14]=1[C:15]([F:17])([F:18])[F:16] |f:1.2|. Procedure: Chlorotrimethylsilane (2 mL, 16 mmol) was added dropwise to lithium borohydride (2M in tetrahydrofuran, 4 mL, 8 mmol). A solution of 3-fluoro-4-(trifluoromethyl)phenylacetonitrile (312 mg, 4 mmol) in tetrahydrofuran (2 mL) was then added at 0° C. and the mixture was allowed to stir for 24 hours, whilst warming to room temperature. The mixture was then diluted with methanol (20 mL) and concentrated in vacuo. The residue was taken up in 20% potassium hydroxide solution (20 mL), extracted with dich... Starting materials: O=P(Cl)(Cl)Cl (POCl3), ClC1=CC=C(OC(C(=O)O)C)C=C1 (2-(4-chlorophenoxy)propanoic acid), NNC(=S)N (thiosemicarbazide), P(=O)(Cl)(Cl)Cl (phosphorous oxychloride). Solvent: O1CCOCC1 (dioxane). Reaction conditions: time 16 hour. Product: ClC1=CC=C(OC(C)C2=NN=C(S2)N)C=C1 (5-[1-(4-chlorophenoxy)ethyl]-2-amino-1,3,4-thiadiazole). Reaction SMILES: [Cl:1][C:2]1[CH:13]=[CH:12][C:5]([O:6][CH:7]([CH3:11])[C:8](O)=O)=[CH:4][CH:3]=1.[NH2:14][NH:15][C:16]([NH2:18])=[S:17].P(Cl)(Cl)(Cl)=O>O1CCOCC1>[Cl:1][C:2]1[CH:13]=[CH:12][C:5]([O:6][CH:7]([C:8]2[S:17][C:16]([NH2:18])=[N:15][N:14]=2)[CH3:11])=[CH:4][CH:3]=1. Procedure: Into a 100 milliliter, 3-neck flask adapted with a Claisen adaptor, paddle stirrer, thermometer, an addition funnel and condensor, was charged with 10.0 grams (0.050 mole) of 2-(4-chlorophenoxy)propanoic acid, (4.6 grams, 0.050 mole) of thiosemicarbazide and 30 ml. of dioxane. The slurry was heated to 90 degrees centigrade and the addition funnel was charged with phosphorous oxychloride (POCl3). The POCl3 (8.4 gram, 0.055 mole) was slowly added (for 30 minutes) while maintaining the temperature ... The reactants are FC(F)(F)c1cccc(CBr)n1, Cc1cc(C(=O)c2c[nH]c3ccccc3c2=O)cnc1C, CN(C)C=O, [H-], [Na+]. Product: Cc1cc(C(=O)c2cn(Cc3cccc(C(F)(F)F)n3)c3ccccc3c2=O)cnc1C. RXN SMILES: [Br:24][CH2:25][c:26]1[n:27][c:28]([C:32]([F:33])([F:34])[F:35])[cH:29][cH:30][cH:31]1.[CH3:1][c:2]1[cH:3][c:4]([C:9](=[O:10])[c:11]2[cH:12][nH:13][c:14]3[cH:15][cH:16][cH:17][cH:18][c:19]3[c:20]2=[O:21])[cH:5][n:6][c:7]1[CH3:8].[CH3:36][N:37]([CH3:38])[CH:39]=[O:40].[H-:22].[Na+:23]>>[CH3:1][c:2]1[cH:3][c:4]([C:9](=[O:10])[c:11]2[cH:12][n:13]([CH2:25][c:26]3[n:27][c:28]([C:32]([F:33])([F:34])[F:35])[cH:29][cH:30][cH:31]3)[c:14]3[cH:15][cH:16][cH:17][cH:18][c:19]3[c:20]2=[O:21])[cH:5][n:6][c:7]1[CH3:8]. Reactants: BrC1=C(C=C2C=C(NC2=C1)C(=O)N1CCS(CC1)(=O)=O)OC1CCN(CC1)C(C)C ([6-Bromo-5-(1-isopropyl-piperidin-4-yloxy)-1H-indol-2-yl]-(1,1-Dioxo-1λ6-thiomorpholin-4-yl)-methanone), BrCCO[Si](C)(C)C(C)(C)C ((2-bromoethoxy)-tert-butyldimethylsilane). Reaction SMILES: [Br:1][C:2]1[CH:10]=[C:9]2[C:5]([CH:6]=[C:7]([C:11]([N:13]3[CH2:18][CH2:17][S:16](=[O:20])(=[O:19])[CH2:15][CH2:14]3)=[O:12])[NH:8]2)=[CH:4][C:3]=1[O:21][CH:22]1[CH2:27][CH2:26][N:25]([CH:28]([CH3:30])[CH3:29])[CH2:24][CH2:23]1.Br[CH2:32][CH2:33][O:34][Si:35]([C:38]([CH3:41])([CH3:40])[CH3:39])([CH3:37])[CH3:36]>>[Br:1][C:2]1[CH:10]=[C:9]2[C:5]([CH:6]=[C:7]([C:11]([N:13]3[CH2:18][CH2:17][S:16](=[O:20])(=[O:19])[CH2:15][CH2:14]3)=[O:12])[N:8]2[CH2:32][CH2:33][O:34][Si:35]([C:38]([CH3:41])([CH3:40])[CH3:39])([CH3:37])[CH3:36])=[CH:4][C:3]=1[O:21][CH:22]1[CH2:27][CH2:26][N:25]([CH:28]([CH3:30])[CH3:29])[CH2:24][CH2:23]1. Product: BrC1=C(C=C2C=C(N(C2=C1)CCO[Si](C)(C)C(C)(C)C)C(=O)N1CCS(CC1)(=O)=O)OC1CCN(CC1)C(C)C ([6-Bromo-1-[2-(tert-butyl-dimethyl-silanyloxy)-ethyl]-5-(1-isopropyl-piperidin-4-yloxy)-1H-indol-2-yl]-(1,1-dioxo-1λ6-thiomorpholin-4-yl)-methanone). Procedure: In analogy to the procedure described for the synthesis of example 1, step 1, the title compound was synthesized from [6-bromo-5-(1-isopropyl-piperidin-4-yloxy)-1H-indol-2-yl]-(1,1-dioxo-1λ6-thiomorpholin-4-yl)-methanone (Example 6, step 4) and (2-bromoethoxy)-tert-butyldimethylsilane. The desired product was obtained in a yield of 50% as colorless oil. MS (m/e): 656.4 (M+H, 50%).